This data is from the Open Reaction Database (ORD), a public repository of structured organic reaction records. The task is: describe an organic reaction: reactants, conditions, products, and yield The reactants are N1(C=NC=C1)C(=O)N1C=NC=C1 (Di(1H-imidazol-1-yl) methanone), NC1=CNC2=NC=C(C(=C21)N2C[C@@H](CCC2)NC(OC(C)(C)C)=O)Br ((R)-tert-butyl 1-(3-amino-5-bromo-1H-pyrrolo[2,3-b]pyridin-4-yl)piperidin-3-ylcarbamate), N1CCC1 (Azetidine), BrC=1C(=C2C(=NC1)NC=C2NC(=O)N2C=NC=C2)N2C[C@@H](CCC2)NC(OC(C)(C)C)=O ((R)-tert-butyl 1-(5-bromo-3-(1H-imidazole-1-carboxamido)-1H-pyrrolo[2,3-b]pyridin-4-yl)piperidin-3-ylcarbamate). Solvent: C1CCOC1 (THF), C1CCOC1 (THF). Reaction conditions: time 18 hour. Yields the product N1(CCC1)C(=O)NC1=CNC2=NC=C(C(=C21)N2C[C@@H](CCC2)NC(OC(C)(C)C)=O)Br ((R)-tert-butyl 1-(3-(azetidine-1-carboxamido)-5-bromo-1H-pyrrolo[2,3-b]pyridin-4-yl)piperidin-3-ylcarbamate). The yield is 45.9%. As a reaction SMILES: N1(C(N2C=CN=C2)=O)C=CN=C1.NC1C2C(=NC=C(Br)C=2N2CCC[C@@H](NC(=O)OC(C)(C)C)C2)NC=1.N1CCC1.[Br:42][C:43]1[C:44]([N:60]2[CH2:65][CH2:64][CH2:63][C@@H:62]([NH:66][C:67](=[O:73])[O:68][C:69]([CH3:72])([CH3:71])[CH3:70])[CH2:61]2)=[C:45]2[C:51]([NH:52][C:53]([N:55]3[CH:59]=[CH:58]N=[CH:56]3)=[O:54])=[CH:50][NH:49][C:46]2=[N:47][CH:48]=1>C1COCC1>[N:55]1([C:53]([NH:52][C:51]2[C:45]3[C:46](=[N:47][CH:48]=[C:43]([Br:42])[C:44]=3[N:60]3[CH2:65][CH2:64][CH2:63][C@@H:62]([NH:66][C:67](=[O:73])[O:68][C:69]([CH3:71])([CH3:70])[CH3:72])[CH2:61]3)[NH:49][CH:50]=2)=[O:54])[CH2:59][CH2:58][CH2:56]1. Reported procedure: Di(1H-imidazol-1-yl) methanone (3.2 g, 19 mmol) was added to (R)-tert-butyl 1-(3-amino-5-bromo-1H-pyrrolo[2,3-b]pyridin-4-yl)piperidin-3-ylcarbamate (2.0 g, 4.9 mmol; Example 98, Step A) in THF (100 mL), and the reaction mixture was stirred at room temperature for 18 hours. The reaction solution was used as is. Azetidine (113 mg, 1.98 mmol) was added to (R)-tert-butyl 1-(5-bromo-3-(1H-imidazole-1-carboxamido)-1H-pyrrolo[2,3-b]pyridin-4-yl)piperidin-3-ylcarbamate (200 mg, 0.397 mmol) in THF (20 m... Starting materials: [Li+].[OH-] (LiOH), C1(=CC=C(C=C1)B(O)O)C1=CC=CC=C1 (4-biphenylboronic acid), ClC=1C=C(C(=NC1I)[N+](=O)[O-])N (5-chloro-6-iodo-2-nitropyridin-3-amine), [Cl-].[NH4+] (ammonium chloride). Solvent: O1CCOCC1 (dioxane), O (water). Run at temperature 80 celsius, time 2 hour. Product: C1(=CC=C(C=C1)C1=C(C=C(C(=N1)[N+](=O)[O-])N)Cl)C1=CC=CC=C1 (6-([1,1′-biphenyl]-4-yl)-5-chloro-2-nitropyridin-3-amine). As a reaction SMILES: [Li+].[OH-].[C:3]1([C:12]2[CH:17]=[CH:16][CH:15]=[CH:14][CH:13]=2)[CH:8]=[CH:7][C:6](B(O)O)=[CH:5][CH:4]=1.[Cl:18][C:19]1[CH:20]=[C:21]([NH2:29])[C:22]([N+:26]([O-:28])=[O:27])=[N:23][C:24]=1I.[Cl-].[NH4+]>O1CCOCC1.O>[C:3]1([C:12]2[CH:17]=[CH:16][CH:15]=[CH:14][CH:13]=2)[CH:8]=[CH:7][C:6]([C:24]2[N:23]=[C:22]([N+:26]([O-:28])=[O:27])[C:21]([NH2:29])=[CH:20][C:19]=2[Cl:18])=[CH:5][CH:4]=1 |f:0.1,4.5|. Reported procedure: LiOH (5.73 ml, 17.19 mmol) was added to a stirred mixture of 4-biphenylboronic acid (1.498 g, 7.57 mmol), 5-chloro-6-iodo-2-nitropyridin-3-amine (2.0595 g, 6.88 mmol) and 1,1′-bis(diphenylphosphino)ferrocene-palladium(II)dichloride dichloromethane complex (0.562 g, 0.688 mmol) in dioxane (15 ml)/water (4 ml) and the mixture was stirred under N2 at 80° C. for 2 h. The mixture was cooled, then aqueous ammonium chloride (saturated, 100 mL) was added and the mixture was extracted with ethyl acetate ...